Dataset: the Open Reaction Database (ORD), a public repository of structured organic reaction records. Task: describe an organic reaction: reactants, conditions, products, and yield Starting materials: CC(=O)O (AcOH), C(=O)(O)[O-].[Na+] (NaHCO3), OC1=CC=C(C=O)C=C1 (4-hydroxylbenzaldehyde), N1CCCC1 (pyrrolidine), [BH-](OC(=O)C)(OC(=O)C)OC(=O)C.[Na+] (NaBH(OAc)3). The solvent is C(Cl)Cl (CH2Cl2). Conditions: time 24 hour. Yields the product N1(CCCC1)CC1=CC=C(C=C1)O (4-pyrrolidin-1-ylmethylphenol). Reaction SMILES: [OH:1][C:2]1[CH:9]=[CH:8][C:5]([CH:6]=O)=[CH:4][CH:3]=1.[NH:10]1[CH2:14][CH2:13][CH2:12][CH2:11]1.[BH-](OC(C)=O)(OC(C)=O)OC(C)=O.[Na+].CC(O)=O.C([O-])(O)=O.[Na+]>C(Cl)Cl>[N:10]1([CH2:6][C:5]2[CH:8]=[CH:9][C:2]([OH:1])=[CH:3][CH:4]=2)[CH2:14][CH2:13][CH2:12][CH2:11]1 |f:2.3,5.6|. Reported procedure: To a stirred solution of 4-hydroxylbenzaldehyde (10 g, 81.9 mmol) in anhydrous CH2Cl2 (500 mL) at RT, under N2, pyrrolidine (10.2 mL, 122.9 mmol) was added, followed by NaBH(OAc)3 (34.6 g, 163.9 mmol) and AcOH (19.7 g, 327.8 mmol). After the mixture was stirred at RT for 24 h, a saturated solution of NaHCO3(aq) (150 mL) was added. The mixture was vigorously stirred for an additional 1 h and then extracted with CH2Cl2 (3×200 mL). The combined organic layer was washed with brine (300 mL), dried ov... The reactants are Br, COc1ccc2c(c1)CC(NCc1ccccc1)CCC2. Product: Oc1ccc2c(c1)CC(NCc1ccccc1)CCC2. Reaction SMILES: [BrH:22].[CH2:1]([c:2]1[cH:3][cH:4][cH:5][cH:6][cH:7]1)[NH:8][CH:9]1[CH2:10][c:11]2[c:12]([cH:16][cH:17][c:18]([O:20][CH3:21])[cH:19]2)[CH2:13][CH2:14][CH2:15]1>>[CH2:1]([c:2]1[cH:3][cH:4][cH:5][cH:6][cH:7]1)[NH:8][CH:9]1[CH2:10][c:11]2[c:12]([cH:16][cH:17][c:18]([OH:20])[cH:19]2)[CH2:13][CH2:14][CH2:15]1. The reactants are C(C)(=O)O.C(C)(=O)O.I(=O)C1=CC=CC=C1 (iodosobenzene diacetate), CSC1=CC=C(C=C1)[N+](=O)[O-] (1-methylsulphanyl-4-nitrobenzene), CC=1C=CC(=NC1)S(=O)(=O)N (5-methyl-2-pyridinesulphonamide), [O-2].[Mg+2] (magnesium oxide). Reagents/catalysts: CC(=O)[O-].CC(=O)[O-].CC(=O)[O-].CC(=O)[O-].[Rh+2].[Rh+2] (rhodium(II) acetate dimer). The solvent is ClCCl (dichloromethane). Run at time 24 hour. Product: CS(=NS(=O)(=O)C1=NC=C(C=C1)C)C1=CC=C(C=C1)[N+](=O)[O-] ((RS)—S-Methyl-S-(4-nitrophenyl)-N-[(5-methyl-2-pyridyl)sulphonyl]sulphimide). Isolated yield 54.0%. As a reaction SMILES: C(O)(=O)C.C(O)(=O)C.I(C1C=CC=CC=1)=O.[CH3:17][S:18][C:19]1[CH:24]=[CH:23][C:22]([N+:25]([O-:27])=[O:26])=[CH:21][CH:20]=1.[CH3:28][C:29]1[CH:30]=[CH:31][C:32]([S:35]([NH2:38])(=[O:37])=[O:36])=[N:33][CH:34]=1.[O-2].[Mg+2]>ClCCl.CC([O-])=O.CC([O-])=O.CC([O-])=O.CC([O-])=O.[Rh+2].[Rh+2]>[CH3:17][S:18]([C:19]1[CH:20]=[CH:21][C:22]([N+:25]([O-:27])=[O:26])=[CH:23][CH:24]=1)=[N:38][S:35]([C:32]1[CH:31]=[CH:30][C:29]([CH3:28])=[CH:34][N:33]=1)(=[O:37])=[O:36] |f:0.1.2,5.6,8.9.10.11.12.13|. Reported procedure: 879 mg (2.73 mmol) of iodosobenzene diacetate are added to a suspension of 300 mg (1.77 mmol) of 1-methylsulphanyl-4-nitrobenzene, 610 mg (3.55 mmol) of 5-methyl-2-pyridinesulphonamide, 285 mg (7.10 mmol) of magnesium oxide and 78 mg (0.18 mmol) of rhodium(II) acetate dimer in 12 ml of dichloromethane at room temperature. The mixture is stirred for 24 h and then concentrated. The resulting residue is purified by chromatography (dichloromethane/ethanol 95:5). 326 mg (0.96 mmol; yield: 54%) of the... Reactants: O=C([O-])O, CC(=O)[O-], CC(=O)[O-], CCOC(=O)C(C)n1cc(B2OC(C)(C)C(C)(C)O2)cn1, COc1cccc(OC)c1-c1ccccc1P(C1CCCCC1)C1CCCCC1, OC1(C(F)(F)F)c2ccccc2-c2c(Cl)cc(F)cc21, [Na+], O, [Pd+2], Cc1ccccc1. The product is CCOC(=O)C(C)n1cc(-c2cc(F)cc3c2-c2ccccc2C3(O)C(F)(F)F)cn1. RXN SMILES: [C:42](=[O:43])([O-:44])[OH:45].[C:84]([O-:85])(=[O:86])[CH3:87].[C:89]([O-:90])(=[O:91])[CH3:92].[CH2:1]([CH3:2])[O:3][C:4]([CH:5]([CH3:6])[n:7]1[n:8][cH:9][c:10]([B:12]2[O:13][C:14]([CH3:15])([CH3:16])[C:17]([CH3:18])([CH3:19])[O:20]2)[cH:11]1)=[O:21].[CH:47]1([P:48]([CH:49]2[CH2:50][CH2:51][CH2:52][CH2:53][CH2:54]2)[c:55]2[cH:56][cH:57][cH:58][cH:59][c:60]2-[c:61]2[c:62]([O:63][CH3:64])[cH:65][cH:66][cH:67][c:68]2[O:69][CH3:70])[CH2:71][CH2:72][CH2:73][CH2:74][CH2:75]1.[Cl:22][c:23]1[cH:24][c:25]([F:41])[cH:26][c:27]2[c:35]1-[c:34]1[c:29]([cH:30][cH:31][cH:32][cH:33]1)[C:28]2([OH:36])[C:37]([F:38])([F:39])[F:40].[Na+:46].[OH2:76].[Pd+2:88].[c:77]1([CH3:78])[cH:79][cH:80][cH:81][cH:82][cH:83]1>>[CH2:1]([CH3:2])[O:3][C:4]([CH:5]([CH3:6])[n:7]1[n:8][cH:9][c:10](-[c:23]2[cH:24][c:25]([F:41])[cH:26][c:27]3[c:35]2-[c:34]2[c:29]([cH:30][cH:31][cH:32][cH:33]2)[C:28]3([OH:36])[C:37]([F:38])([F:39])[F:40])[cH:11]1)=[O:21]. Conditions: time 1 hour. Yield: 100.0%. Procedure details: A round-bottom flask was charged with intermediate 106, tert-butyl 2-cyano-4-fluorobenzylcarbamate, (1.9 g, 7.591 mmol) then treated with trifluoroacetic acid (20 ml) at room temperature. After 1 h, the reaction mixture was concentrated to give a yellow oil which was dissolved in CHCl3 and re-concentrated to afford the title compound (2.01 g, 100% yield) as a pale yellow solid. LCMS (M+H) calcd for C8H8FN2: 151.07; found: 151.08. Run in C(Cl)(Cl)Cl (CHCl3). As a reaction SMILES: [C:1]([C:3]1[CH:17]=[C:16]([F:18])[CH:15]=[CH:14][C:4]=1[CH2:5][NH:6]C(=O)OC(C)(C)C)#[N:2].[F:19][C:20]([F:25])([F:24])[C:21]([OH:23])=[O:22]>C(Cl)(Cl)Cl>[F:19][C:20]([F:25])([F:24])[C:21]([OH:23])=[O:22].[NH2:6][CH2:5][C:4]1[CH:14]=[CH:15][C:16]([F:18])=[CH:17][C:3]=1[C:1]#[N:2] |f:3.4|. The product is FC(C(=O)O)(F)F.NCC1=C(C#N)C=C(C=C1)F (2-(Aminomethyl)-5-fluorobenzonitrile trifluoroacetic acid salt). The reactants are intermediate 106, C(#N)C1=C(CNC(OC(C)(C)C)=O)C=CC(=C1)F (tert-butyl 2-cyano-4-fluorobenzylcarbamate), FC(C(=O)O)(F)F (trifluoroacetic acid). The reactants are CC(C)(C)OC(=O)N1CCN(Cc2ccc([N+](=O)[O-])cc2)CC1, CC1CN(Cc2ccc(N)cc2)CC(C)N1C(=O)OC(C)(C)C. Product: CC(C)(C)OC(=O)N1CCN(Cc2ccc(N)cc2)CC1. As a reaction SMILES: [N+:1]([O-:2])(=[O:3])[c:4]1[cH:5][cH:6][c:7]([CH2:10][N:11]2[CH2:12][CH2:13][N:14]([C:17](=[O:18])[O:19][C:20]([CH3:21])([CH3:22])[CH3:23])[CH2:15][CH2:16]2)[cH:8][cH:9]1.[NH2:24][c:25]1[cH:26][cH:27][c:28]([CH2:29][N:30]2[CH2:31][CH:32]([CH3:33])[N:34]([C:35]([O:36][C:37]([CH3:38])([CH3:39])[CH3:40])=[O:41])[CH:42]([CH3:43])[CH2:44]2)[cH:45][cH:46]1>>[NH2:1][c:4]1[cH:5][cH:6][c:7]([CH2:10][N:11]2[CH2:12][CH2:13][N:14]([C:17](=[O:18])[O:19][C:20]([CH3:21])([CH3:22])[CH3:23])[CH2:15][CH2:16]2)[cH:8][cH:9]1. The reactants are CC(N)c1ccccc1, CC(C)O, N#CN=C(Nc1cccnc1)Oc1ccccc1. Product: CC(NC(=NC#N)Nc1cccnc1)c1ccccc1. Reaction SMILES: [CH3:19][CH:20]([c:21]1[cH:22][cH:23][cH:24][cH:25][cH:26]1)[NH2:27].[CH:28]([OH:29])([CH3:30])[CH3:31].[n:1]1[cH:2][c:3]([NH:7][C:8]([O:9][c:10]2[cH:11][cH:12][cH:13][cH:14][cH:15]2)=[N:16][C:17]#[N:18])[cH:4][cH:5][cH:6]1>>[n:1]1[cH:2][c:3]([NH:7][C:8](=[N:16][C:17]#[N:18])[NH:27][CH:20]([CH3:19])[c:21]2[cH:22][cH:23][cH:24][cH:25][cH:26]2)[cH:4][cH:5][cH:6]1.